The task is: describe an organic reaction: reactants, conditions, products, and yield. This data is from the Open Reaction Database (ORD), a public repository of structured organic reaction records. Starting materials: O=C([O-])[O-], CCOC(=O)CCCBr, CCOCC, [Cs+], [Cs+], CN(C)C=O, Oc1ccc(-c2ccccc2)cc1. Yields the product CCOC(=O)CCCOc1ccc(-c2ccccc2)cc1. Reaction SMILES: [C:14](=[O:15])([O-:16])[O-:17].[CH2:20]([CH3:21])[O:22][C:23]([CH2:24][CH2:25][CH2:26][Br:27])=[O:28].[CH2:34]([O:35][CH2:36][CH3:37])[CH3:38].[Cs+:18].[Cs+:19].[O:29]=[CH:30][N:31]([CH3:32])[CH3:33].[c:1]1(-[c:7]2[cH:8][cH:9][c:10]([OH:13])[cH:11][cH:12]2)[cH:2][cH:3][cH:4][cH:5][cH:6]1>>[c:1]1(-[c:7]2[cH:8][cH:9][c:10]([O:13][CH2:26][CH2:25][CH2:24][C:23]([O:22][CH2:20][CH3:21])=[O:28])[cH:11][cH:12]2)[cH:2][cH:3][cH:4][cH:5][cH:6]1.